From a dataset of the Open Reaction Database (ORD), a public repository of structured organic reaction records. describe an organic reaction: reactants, conditions, products, and yield Reactants: CC(C)(C)OC(=O)N1CC(O)CC1C(=O)O, CC(C)COC(=O)Cl, C=CC1CC1(N)C(=O)OCC, C1CCOC1, CN1CCOCC1. Product: C=CC1CC1(NC(=O)C1CC(O)CN1C(=O)OC(C)(C)C)C(=O)OCC. RXN SMILES: [C:1](=[O:2])([O:3][C:4]([CH3:5])([CH3:6])[CH3:7])[N:8]1[CH:9]([C:10](=[O:11])[OH:12])[CH2:13][CH:14]([OH:15])[CH2:16]1.[CH2:24]([O:25][C:26]([Cl:27])=[O:28])[CH:29]([CH3:30])[CH3:31].[CH2:32]([CH3:33])[O:34][C:35](=[O:36])[C:37]1([NH2:42])[CH:38]([CH:40]=[CH2:41])[CH2:39]1.[CH2:43]1[O:44][CH2:45][CH2:46][CH2:47]1.[CH3:17][N:18]1[CH2:19][CH2:20][O:21][CH2:22][CH2:23]1>>[C:1](=[O:2])([O:3][C:4]([CH3:5])([CH3:6])[CH3:7])[N:8]1[CH:9]([C:10](=[O:12])[NH:42][C:37]2([C:35]([O:34][CH2:32][CH3:33])=[O:36])[CH:38]([CH:40]=[CH2:41])[CH2:39]2)[CH2:13][CH:14]([OH:15])[CH2:16]1. The reactants are C(C)(=O)OC1=C(C(OC(=C1C)C=1OC2=C(C1)C=CC(=C2)C(=O)OC)=O)C (4-acetyloxy-3,5-dimethyl-6-(6-(methoxycarbonyl)benzofuran-2-yl)-2H-pyran-2-one), C(=O)([O-])[O-].[K+].[K+] (K2CO3), Cl (hydrochloric acid). Run in CO (MeOH), O (H2O). Yields the product C(=O)(O)C1=CC2=C(C=C(O2)C2=C(C(=C(C(O2)=O)C)O)C)C=C1 (6-(6-carboxybenzofuran-2-yl)-3,5-dimethyl-4-hydroxy-2H-pyran-2-one). RXN SMILES: C([O:4][C:5]1[C:10]([CH3:11])=[C:9]([C:12]2[O:13][C:14]3[CH:20]=[C:19]([C:21]([O:23]C)=[O:22])[CH:18]=[CH:17][C:15]=3[CH:16]=2)[O:8][C:7](=[O:25])[C:6]=1[CH3:26])(=O)C.C([O-])([O-])=O.[K+].[K+].Cl>CO.O>[C:21]([C:19]1[CH:18]=[CH:17][C:15]2[CH:16]=[C:12]([C:9]3[O:8][C:7](=[O:25])[C:6]([CH3:26])=[C:5]([OH:4])[C:10]=3[CH3:11])[O:13][C:14]=2[CH:20]=1)([OH:23])=[O:22] |f:1.2.3|. Procedure details: A mixed solution of 4-acetyloxy-3,5-dimethyl-6-(6-(methoxycarbonyl)benzofuran-2-yl)-2H-pyran-2-one (85 mg) and K2CO3 (45 mg) in MeOH (5 ml) and H2O (1 ml) was stirred at room temperature for one hour, and then the reaction solution was rendered acidic with a 1 N hydrochloric acid aqueous solution and concentrated under reduced pressure. The residue was purified by silica gel column chromatography (AcOEt/MeOH=5/1) to obtain 6-(6-carboxybenzofuran-2-yl)-3,5-dimethyl-4-hydroxy-2H-pyran-2-one. Starting materials: CSC1=NC=CC(=N1)C=O (2-(methylthio)pyrimidine-4-carbaldehyde), S1C(NC(C1)=O)=O (thiazolidine-2,4-dione), N1CCCCC1 (piperidine). Run in C(C)O (ethanol). Reaction conditions: temperature 80 celsius, time 20 hour. Yields the product CSC1=NC=CC(=N1)\C=C/1\C(NC(S1)=O)=O ((Z)-5-((2-(methylthio)pyrimidin-4-yl)methylene)thiazolidine-2,4-dione). As a reaction SMILES: [CH3:1][S:2][C:3]1[N:8]=[C:7]([CH:9]=O)[CH:6]=[CH:5][N:4]=1.[S:11]1[CH2:15][C:14](=[O:16])[NH:13][C:12]1=[O:17].N1CCCCC1>C(O)C>[CH3:1][S:2][C:3]1[N:8]=[C:7](/[CH:9]=[C:15]2/[C:14](=[O:16])[NH:13][C:12](=[O:17])[S:11]/2)[CH:6]=[CH:5][N:4]=1. Procedure details: A 40 mL round-bottomed vial was charged with 2-(methylthio)pyrimidine-4-carbaldehyde (4) (771 mg, 5 mmol), thiazolidine-2,4-dione (586 mg, 5 mmol, 1.0 equiv.), and piperidine (400 μL, 4 mmol, 0.8 equiv.) in ethanol (20 mL, 0.25 M). The reaction mixture was heated to 80° C. and shaken for 20 h. The resulting yellow precipitate was isolated by filtration and washed with ethanol (1×20 mL) and dried in vacuo to afford (Z)-5-((2-(methylthio)pyrimidin-4-yl)methylene)thiazolidine-2,4-dione (5) as a yel...